This data is from the Open Reaction Database (ORD), a public repository of structured organic reaction records. The task is: describe an organic reaction: reactants, conditions, products, and yield The reactants are COC(CC1=CC(=C(C=C1)OC)Br)=O ((3-bromo-4-methoxy-phenyl)-acetic acid methyl ester), C(=O)C1=C(C=C(C=C1)OC)B(O)O (2-formyl-5-methoxyphenylboronic acid). Yields the product COC(CC=1C=C(C(=CC1)OC)C1=C(C=CC(=C1)OC)C=O)=O ((2′-Formyl-6,5′-dimethoxy-biphenyl-3-yl)-acetic acid methyl ester). Reaction SMILES: [CH3:1][O:2][C:3](=[O:14])[CH2:4][C:5]1[CH:10]=[CH:9][C:8]([O:11][CH3:12])=[C:7](Br)[CH:6]=1.[CH:15]([C:17]1[CH:22]=[CH:21][C:20]([O:23][CH3:24])=[CH:19][C:18]=1B(O)O)=[O:16]>>[CH3:1][O:2][C:3](=[O:14])[CH2:4][C:5]1[CH:6]=[C:7]([C:22]2[CH:21]=[C:20]([O:23][CH3:24])[CH:19]=[CH:18][C:17]=2[CH:15]=[O:16])[C:8]([O:11][CH3:12])=[CH:9][CH:10]=1. Reported procedure: Prepared according to the procedure described in Example 1, Step 4, using the following starting materials: (3-bromo-4-methoxy-phenyl)-acetic acid methyl ester and 2-formyl-5-methoxyphenylboronic acid. Starting materials: COc1c(Br)c(CBr)c(OC)c(OC)c1OC, CCOC(=O)c1ccc(OCCCC(C(=O)OCC)C(=O)OCC)cc1, [H-], [Na+], CN(C)C=O, O. The product is CCOC(=O)c1ccc(OCCCC(Cc2c(Br)c(OC)c(OC)c(OC)c2OC)(C(=O)OCC)C(=O)OCC)cc1. RXN SMILES: [Br:29][c:30]1[c:31]([O:44][CH3:45])[c:32]([O:42][CH3:43])[c:33]([O:40][CH3:41])[c:34]([O:38][CH3:39])[c:35]1[CH2:36][Br:37].[CH2:1]([CH3:2])[O:3][C:4](=[O:5])[CH:6]([C:7](=[O:8])[O:9][CH2:10][CH3:11])[CH2:12][CH2:13][CH2:14][O:15][c:16]1[cH:17][cH:18][c:19]([C:22](=[O:23])[O:24][CH2:25][CH3:26])[cH:20][cH:21]1.[H-:27].[Na+:28].[O:46]=[CH:47][N:48]([CH3:49])[CH3:50].[OH2:51]>>[CH2:1]([CH3:2])[O:3][C:4](=[O:5])[C:6]([C:7](=[O:8])[O:9][CH2:10][CH3:11])([CH2:12][CH2:13][CH2:14][O:15][c:16]1[cH:17][cH:18][c:19]([C:22](=[O:23])[O:24][CH2:25][CH3:26])[cH:20][cH:21]1)[CH2:36][c:35]1[c:30]([Br:29])[c:31]([O:44][CH3:45])[c:32]([O:42][CH3:43])[c:33]([O:40][CH3:41])[c:34]1[O:38][CH3:39]. Starting materials: C(=O)C1=CC=CC(=N1)C(=O)OCC (ethyl 6-formylpyridine-2-carboxylate), Cl.NCC(=O)OC(C)(C)C (tert-butyl glycinate hydrochloride), C(C)(=O)O[BH-](OC(C)=O)OC(C)=O.[Na+] (sodium triacetoxyborohydride), C(O)([O-])=O.[Na+] (sodium hydrogen carbonate), C(O)([O-])=O.[Na+] (sodium hydrogen carbonate). The solvent is ClC(C)Cl (dichloroethane), C(C)(=O)O (acetic acid), C(C)N(CC)CC (triethylamine). Run at time 8 hour. The product is C(C)(C)(C)OC(CNCC1=CC=CC(=N1)C(=O)OCC)=O (ethyl 6-{[(2-tert-butoxy-2-oxoethyl)amino]methyl}pyridine-2-carboxylate). Isolated yield 99.0%. As a reaction SMILES: [CH:1]([C:3]1[N:8]=[C:7]([C:9]([O:11][CH2:12][CH3:13])=[O:10])[CH:6]=[CH:5][CH:4]=1)=O.Cl.[NH2:15][CH2:16][C:17]([O:19][C:20]([CH3:23])([CH3:22])[CH3:21])=[O:18].C(O[BH-](OC(=O)C)OC(=O)C)(=O)C.[Na+].C(=O)([O-])O.[Na+]>ClC(Cl)C.C(O)(=O)C.C(N(CC)CC)C>[C:20]([O:19][C:17](=[O:18])[CH2:16][NH:15][CH2:1][C:3]1[N:8]=[C:7]([C:9]([O:11][CH2:12][CH3:13])=[O:10])[CH:6]=[CH:5][CH:4]=1)([CH3:23])([CH3:22])[CH3:21] |f:1.2,3.4,5.6|. Procedure details: To a solution of ethyl 6-formylpyridine-2-carboxylate (1.74 g) in dichloroethane (30.0 mL) were added tert-butyl glycinate hydrochloride (4.89 g), triethylamine (4.06 mL), and acetic acid (2.78 mL), and sodium triacetoxyborohydride (6.18 g) under ice-cooling. The reaction suspension was stirred at room temperature overnight. To the reaction mixture was added a saturated aqueous sodium hydrogen carbonate solution, and then sodium hydrogen carbonate was added thereto until the solution became basi...